Dataset: the Open Reaction Database (ORD), a public repository of structured organic reaction records. Task: describe an organic reaction: reactants, conditions, products, and yield Starting materials: C(C1=CC=C(C=C1)OC)=O (p-anisaldehyde), C[C@@H](C1=CC=CC=C1)N ((S)-α methyl benzyl amine), O (water). Run in C1(=CC=CC=C1)C (toluene). Yields the product COC1=CC=C(C=C1)C=N[C@@H](C)C1=CC=CC=C1 ((1S)-N-((4-methoxyphenyl)methylidene)-1-phenylethanamine). The yield is 102.1%. As a reaction SMILES: [CH:1](=O)[C:2]1[CH:7]=[CH:6][C:5]([O:8][CH3:9])=[CH:4][CH:3]=1.[CH3:11][C@H:12]([NH2:19])[C:13]1[CH:18]=[CH:17][CH:16]=[CH:15][CH:14]=1.O>C1(C)C=CC=CC=1>[CH3:9][O:8][C:5]1[CH:6]=[CH:7][C:2]([CH:1]=[N:19][C@H:12]([C:13]2[CH:18]=[CH:17][CH:16]=[CH:15][CH:14]=2)[CH3:11])=[CH:3][CH:4]=1. Procedure details: A mixture of p-anisaldehyde (11.24 g, 82.5 mmol) and (S)-α methyl benzyl amine (10.0 g, 82.5 mmol) in toluene (100 mL) was heated to reflux with removal of water by a Dean-Stark apparatus. After cooling to ambient temperature, the mixture was concentrated to provide 20.15 g (100%) of the desired product. 1H NMR (300 MHz, CDCl3) δ 8.30 (s, 1H), 7.75-7.68 (m, 2H), 7.45-7.15 (m, 5H), 4.50 (q, 1H, J=6.6 Hz), 3.82 (s, 3H), 1.58 (d, 3H, J=6.6 Hz). Starting materials: [BH3-]C#N, CC(=O)O, CC#N, Fc1ccc(C2(COCc3cc(C(F)(F)F)cc4cn[nH]c34)CCNCC2)cc1, [Na+]. Yields the product CN1CCC(COCc2cc(C(F)(F)F)cc3cn[nH]c23)(c2ccc(F)cc2)CC1. As a reaction SMILES: [C:30]([BH3-:31])#[N:32].[CH3:34][C:35](=[O:36])[OH:37].[CH3:38][C:39]#[N:40].[F:1][c:2]1[cH:3][cH:4][c:5]([C:8]2([CH2:14][O:15][CH2:16][c:17]3[cH:18][c:19]([C:26]([F:27])([F:28])[F:29])[cH:20][c:21]4[cH:22][n:23][nH:24][c:25]34)[CH2:9][CH2:10][NH:11][CH2:12][CH2:13]2)[cH:6][cH:7]1.[Na+:33]>>[F:1][c:2]1[cH:3][cH:4][c:5]([C:8]2([CH2:14][O:15][CH2:16][c:17]3[cH:18][c:19]([C:26]([F:27])([F:28])[F:29])[cH:20][c:21]4[cH:22][n:23][nH:24][c:25]34)[CH2:9][CH2:10][N:11]([CH3:30])[CH2:12][CH2:13]2)[cH:6][cH:7]1.